From a dataset of the Open Reaction Database (ORD), a public repository of structured organic reaction records. describe an organic reaction: reactants, conditions, products, and yield Starting materials: BrC1=CC=C(C=C1)[C@H](C)N ((S)-1-(4-bromophenyl)ethanamine), BrC(C(=O)OC)CCCBr (methyl 2,5-dibromopentanoate), C(=O)([O-])[O-].[K+].[K+] (K2CO3), CCOC(=O)C (AcOEt). Run in CC#N (MeCN), CC#N (MeCN), O (water). Reaction conditions: temperature 80 celsius, time 14 hour. Yields the product COC(=O)[C@H]1N(CCC1)[C@@H](C)C1=CC=C(C=C1)Br ((S)-1-[(S)-1-(4-Bromo-phenyl)-ethyl]-pyrrolidine-2-carboxylic acid methyl ester). RXN SMILES: Br[CH:2]([CH2:7][CH2:8][CH2:9]Br)[C:3]([O:5][CH3:6])=[O:4].C([O-])([O-])=O.[K+].[K+].[Br:17][C:18]1[CH:23]=[CH:22][C:21]([C@@H:24]([NH2:26])[CH3:25])=[CH:20][CH:19]=1.CCOC(C)=O>CC#N.O>[CH3:6][O:5][C:3]([C@@H:2]1[CH2:7][CH2:8][CH2:9][N:26]1[C@H:24]([C:21]1[CH:22]=[CH:23][C:18]([Br:17])=[CH:19][CH:20]=1)[CH3:25])=[O:4] |f:1.2.3|. Procedure details: The following procedure was adapted from W. A. J. Starmans, R. W. A. Walgers, L. Thijs, R. de Gelder, J. M. M. Smits, and B. Zwanenburg, Tetrahedron 54 (1998) 4991-5004. To a mixture of methyl 2,5-dibromopentanoate (0.401 ml, 2.56 mmol) and K2CO3 (706 mg, 5.11 mmol) in MeCN (7 ml) and water (0.7 ml) was added dropwise a solution of (S)-1-(4-bromophenyl)ethanamine (0.405 ml, 2.81 mmol) in MeCN (3.5 ml) at 80° C. After the addition, the reaction mixture was further stirred at 80° C. for 14 h then ... Reactants: ClC=1C=C(C(=NC1)OC1=C(C(=CC=C1)Cl)C)C(=O)N[C@@H](C)C1=CC=C(C(=O)OC)C=C1 (methyl 4-[(1S)-1-({[5-chloro-2-(3-chloro-2-methylphenoxy)pyridin-3-yl]carbonyl}amino)ethyl]benzoate), [OH-].[Na+] (sodium hydroxide), Cl (hydrochloric acid). Solvent: CN(C=O)C (N,N-dimethylformamide). Run at time 16 hour. Product: ClC=1C=C(C(=NC1)OC1=C(C(=CC=C1)Cl)C)C(=O)N[C@@H](C)C1=CC=C(C(=O)O)C=C1 (4-[(1S)-1-({[5-Chloro-2-(3-chloro-2-methylphenoxy)pyridin-3-yl]carbonyl}amino)ethyl]benzoic acid). Isolated yield 76.6%. As a reaction SMILES: [Cl:1][C:2]1[CH:3]=[C:4]([C:17]([NH:19][C@H:20]([C:22]2[CH:31]=[CH:30][C:25]([C:26]([O:28]C)=[O:27])=[CH:24][CH:23]=2)[CH3:21])=[O:18])[C:5]([O:8][C:9]2[CH:14]=[CH:13][CH:12]=[C:11]([Cl:15])[C:10]=2[CH3:16])=[N:6][CH:7]=1.[OH-].[Na+].Cl>CN(C)C=O>[Cl:1][C:2]1[CH:3]=[C:4]([C:17]([NH:19][C@H:20]([C:22]2[CH:23]=[CH:24][C:25]([C:26]([OH:28])=[O:27])=[CH:30][CH:31]=2)[CH3:21])=[O:18])[C:5]([O:8][C:9]2[CH:14]=[CH:13][CH:12]=[C:11]([Cl:15])[C:10]=2[CH3:16])=[N:6][CH:7]=1 |f:1.2|. Procedure: A mixture of methyl 4-[(1S)-1-({[5-chloro-2-(3-chloro-2-methylphenoxy)pyridin-3-yl]carbonyl}amino)ethyl]benzoate (step 2, 230 mg, 0.56 mmol), N,N-dimethylformamide (5 mL), and 2 M sodium hydroxide aqueous solution (2.5 mL) was stirred at room temperature for 16 h. The mixture was poured into 2 M hydrochloric acid (30 mL), and extracted with ethyl acetate (100 mL×2). The organic layer was dried over magnesium sulfate and evaporated in vacuo. The residue was purified by flush column chromatography... Starting materials: O=C(O)c1ccc(OCC(F)(F)F)cn1, CC1(c2cc(N)ccc2F)N=C(N)OC2COCC21. Product: CC1(c2cc(NC(=O)c3ccc(OCC(F)(F)F)cn3)ccc2F)N=C(N)OC2COCC21. RXN SMILES: [F:20][C:21]([CH2:22][O:23][c:24]1[cH:25][cH:26][c:27]([C:30](=[O:31])[OH:32])[n:28][cH:29]1)([F:33])[F:34].[NH2:1][c:2]1[cH:3][cH:4][c:5]([F:19])[c:6]([C:8]2([CH3:18])[N:9]=[C:10]([NH2:17])[O:11][CH:12]3[CH2:13][O:14][CH2:15][CH:16]23)[cH:7]1>>[NH:1]([c:2]1[cH:3][cH:4][c:5]([F:19])[c:6]([C:8]2([CH3:18])[N:9]=[C:10]([NH2:17])[O:11][CH:12]3[CH2:13][O:14][CH2:15][CH:16]23)[cH:7]1)[C:30]([c:27]1[cH:26][cH:25][c:24]([O:23][CH2:22][C:21]([F:20])([F:33])[F:34])[cH:29][n:28]1)=[O:31]. Starting materials: ClC=1C=C(CN)C=CC1Cl (3,4-dichlorobenzylamine), ClC=1N=C(C2=C(N1)SC(=C2Cl)C)Cl (2,4,5-trichloro-6-methyl-thieno-[2,3-d]-pyrimidine). Product: ClC=1N=C(C2=C(N1)SC(=C2Cl)C)NCC2=CC(=C(C=C2)Cl)Cl (2,5-dichloro-6-methyl-4-(3,4-dichlorobenzylamino)-thieno-[2,3-d]-pyrimidine). RXN SMILES: [Cl:1][C:2]1[CH:3]=[C:4]([CH:7]=[CH:8][C:9]=1[Cl:10])[CH2:5][NH2:6].[Cl:11][C:12]1[N:13]=[C:14](Cl)[C:15]2[C:20]([Cl:21])=[C:19]([CH3:22])[S:18][C:16]=2[N:17]=1>>[Cl:11][C:12]1[N:13]=[C:14]([NH:6][CH2:5][C:4]2[CH:7]=[CH:8][C:9]([Cl:10])=[C:2]([Cl:1])[CH:3]=2)[C:15]2[C:20]([Cl:21])=[C:19]([CH3:22])[S:18][C:16]=2[N:17]=1. Reported procedure: Following the procedure of Example 1, the reaction of 3,4-dichlorobenzylamine with 2,4,5-trichloro-6-methyl-thieno-[2,3-d]-pyrimidine yields 2,5-dichloro-6-methyl-4-(3,4-dichlorobenzylamino)-thieno-[2,3-d]-pyrimidine. Starting materials: Cl (HCl), CS(=O)(=O)OCC#CCN1S(N(C2=C1C=CC=C2)C2=C(C=CC=C2)F)(=O)=O (4-[3-(2-fluorophenyl)-2,2-dioxido-2,1,3-benzothiadiazol-1(3H)-yl]but-2-yn-1-yl methanesulfonate), CN (methyl amine). Product: Cl.FC1=C(C=CC=C1)N1S(N(C2=C1C=CC=C2)CC#CCNC)(=O)=O (4-[3-(2-fluorophenyl)-2,2-dioxido-2,1,3-benzothiadiazol-1(3H)-yl]-N-methylbut-2-yn-1-amine hydrochloride). RXN SMILES: CS(O[CH2:6][C:7]#[C:8][CH2:9][N:10]1[C:14]2[CH:15]=[CH:16][CH:17]=[CH:18][C:13]=2[N:12]([C:19]2[CH:24]=[CH:23][CH:22]=[CH:21][C:20]=2[F:25])[S:11]1(=[O:27])=[O:26])(=O)=O.[CH3:28][NH2:29].[ClH:30]>>[ClH:30].[F:25][C:20]1[CH:21]=[CH:22][CH:23]=[CH:24][C:19]=1[N:12]1[C:13]2[CH:18]=[CH:17][CH:16]=[CH:15][C:14]=2[N:10]([CH2:9][C:8]#[C:7][CH2:6][NH:29][CH3:28])[S:11]1(=[O:27])=[O:26] |f:3.4|. Procedure details: In an analogous manner to general procedure V, 4-[3-(2-fluorophenyl)-2,2-dioxido-2,1,3-benzothiadiazol-1(3H)-yl]but-2-yn-1-yl methanesulfonate (0.25 g, 0.60 mmol) was treated with methyl amine to give 4-[3-(2-fluorophenyl)-2,2-dioxido-2,1,3-benzothiadiazol-1(3H)-yl]-N-methylbut-2-yn-1-amine hydrochloride (78 mg) after treatment with HCl.